From a dataset of the Open Reaction Database (ORD), a public repository of structured organic reaction records. describe an organic reaction: reactants, conditions, products, and yield Starting materials: Cl (HCl), FC1=C(C#N)C=C(C(=C1)C=O)F (2,5-Difluoro-4-formylbenzonitrile), O (Water), [BH4-].[Na+] (Sodium borohydride). The solvent is CO (methanol). Conditions: time 45 minute. The product is FC1=C(C#N)C=C(C(=C1)CO)F (2,5-Difluoro-4-hydroxymethylbenzonitrile). As a reaction SMILES: [F:1][C:2]1[CH:9]=[C:8]([CH:10]=[O:11])[C:7]([F:12])=[CH:6][C:3]=1[C:4]#[N:5].[BH4-].[Na+].O.Cl>CO>[F:1][C:2]1[CH:9]=[C:8]([CH2:10][OH:11])[C:7]([F:12])=[CH:6][C:3]=1[C:4]#[N:5] |f:1.2|. Procedure: 2,5-Difluoro-4-formylbenzonitrile (3.60 g, 0.0215 mol; see step (ii) above) was dissolved in 50 mL of methanol and cooled on an ice bath. Sodium borohydride (0.815 g, 0.0215 mol) was added in portions with stirring and the reaction was left for 45 min. Water (300 mL) was added and thereafter carefully 2M HCl was added until an acidic pH was attained. The mixture was extracted three times with diethyl ether, and the combined ethereal phase was washed with water, dried (Na2SO4) and evaporated. The... As a reaction SMILES: [CH2:1]([CH3:2])[N:3]1[CH2:4][CH2:5][CH:6]([c:9]2[cH:10][cH:11][c:12]([N+:15]([O-:16])=[O:17])[cH:13][cH:14]2)[CH2:7][CH2:8]1.[CH3:18][CH2:19][OH:20]>>[CH2:1]([CH3:2])[N:3]1[CH2:4][CH2:5][CH:6]([c:9]2[cH:10][cH:11][c:12]([NH2:15])[cH:13][cH:14]2)[CH2:7][CH2:8]1. The reactants are CCN1CCC(c2ccc([N+](=O)[O-])cc2)CC1, CCO. Yields the product CCN1CCC(c2ccc(N)cc2)CC1.